This data is from the Open Reaction Database (ORD), a public repository of structured organic reaction records. The task is: describe an organic reaction: reactants, conditions, products, and yield The reactants are CCOC(=O)CCCc1c(CO)nn2c(CC)ccc2c1-c1cncc(Br)c1, CCCCP(CCCC)CCCC, Cc1ccccc1, CCCCCC, O=C(N=NC(=O)N1CCCCC1)N1CCCCC1, O=C1NCCO1. The product is CCOC(=O)CCCc1c(CN2CCOC2=O)nn2c(CC)ccc2c1-c1cncc(Br)c1. RXN SMILES: [Br:1][c:2]1[cH:3][c:4](-[c:8]2[c:9]3[n:10]([n:11][c:12]([CH2:22][OH:23])[c:13]2[CH2:14][CH2:15][CH2:16][C:17](=[O:18])[O:19][CH2:20][CH3:21])[c:24]([CH2:27][CH3:28])[cH:25][cH:26]3)[cH:5][n:6][cH:7]1.[CH2:29]([P:30]([CH2:31][CH2:32][CH2:33][CH3:34])[CH2:35][CH2:36][CH2:37][CH3:38])[CH2:39][CH2:40][CH3:41].[CH3:66][c:67]1[cH:68][cH:69][cH:70][cH:71][cH:72]1.[CH3:73][CH2:74][CH2:75][CH2:76][CH2:77][CH3:78].[N:48]([C:49]([N:50]1[CH2:51][CH2:52][CH2:53][CH2:54][CH2:55]1)=[O:56])=[N:57][C:58]([N:59]1[CH2:60][CH2:61][CH2:62][CH2:63][CH2:64]1)=[O:65].[O:42]1[C:43](=[O:47])[NH:44][CH2:45][CH2:46]1>>[Br:1][c:2]1[cH:3][c:4](-[c:8]2[c:9]3[n:10]([n:11][c:12]([CH2:22][N:44]4[C:43](=[O:47])[O:42][CH2:46][CH2:45]4)[c:13]2[CH2:14][CH2:15][CH2:16][C:17](=[O:18])[O:19][CH2:20][CH3:21])[c:24]([CH2:27][CH3:28])[cH:25][cH:26]3)[cH:5][n:6][cH:7]1. The reactants are C(C)(=O)OCCCCCCCCCCC(=O)C1=C(C=C(C(=C1O)OC)OC)C (6-(11-acetoxy-1-oxoundecyl)-2,3-dimethoxy-5-methylphenol), [OH-].[Na+] (sodium hydroxide), Cl (hydrochloric acid). Run in CO (methanol). Conditions: time 2 hour. The product is OCCCCCCCCCCC(=O)C1=C(C=C(C(=C1O)OC)OC)C (6-(11-hydroxy-1-oxoundecyl)-2,3-dimethoxy-5-methyl-phenol). The yield is 98.8%. RXN SMILES: C([O:4][CH2:5][CH2:6][CH2:7][CH2:8][CH2:9][CH2:10][CH2:11][CH2:12][CH2:13][CH2:14][C:15]([C:17]1[C:22]([OH:23])=[C:21]([O:24][CH3:25])[C:20]([O:26][CH3:27])=[CH:19][C:18]=1[CH3:28])=[O:16])(=O)C.[OH-].[Na+].Cl>CO>[OH:4][CH2:5][CH2:6][CH2:7][CH2:8][CH2:9][CH2:10][CH2:11][CH2:12][CH2:13][CH2:14][C:15]([C:17]1[C:22]([OH:23])=[C:21]([O:24][CH3:25])[C:20]([O:26][CH3:27])=[CH:19][C:18]=1[CH3:28])=[O:16] |f:1.2|. Procedure details: To a solution (300 ml) of 6-(11-acetoxy-1-oxoundecyl)-2,3-dimethoxy-5-methylphenol (34 g) in methanol is added sodium hydroxide (7 g), and the mixture is stirred at room temperature for 2 hours. After 5 N hydrochloric acid is added to the reaction mixture to neutralize, the solvent is distilled off to give crude crystals. The product is washed with water and recrystallized from ether-hexane (1:1) to give colorless needles of 6-(11-hydroxy-1-oxoundecyl)-2,3-dimethoxy-5-methyl-phenol (30 g). m.p. ... Reactants: ClCCl, COc1ccc(C(O)C#CC2(O)CCC3(CC2)OCCO3)cc1. Product: COc1ccc(C(=O)C#CC2(O)CCC3(CC2)OCCO3)cc1. Reaction SMILES: [Cl:24][CH2:25][Cl:26].[OH:1][CH:2]([C:3]#[C:4][C:5]1([OH:15])[CH2:6][CH2:7][C:8]2([O:9][CH2:10][CH2:11][O:12]2)[CH2:13][CH2:14]1)[c:16]1[cH:17][cH:18][c:19]([O:22][CH3:23])[cH:20][cH:21]1>>[O:1]=[C:2]([C:3]#[C:4][C:5]1([OH:15])[CH2:6][CH2:7][C:8]2([O:9][CH2:10][CH2:11][O:12]2)[CH2:13][CH2:14]1)[c:16]1[cH:17][cH:18][c:19]([O:22][CH3:23])[cH:20][cH:21]1.